From a dataset of the Open Reaction Database (ORD), a public repository of structured organic reaction records. describe an organic reaction: reactants, conditions, products, and yield Reactants: O[C@H]1C[C@@H]2CC[C@H]3[C@@H]4CC[C@@H]([C@@]4(C)CC([C@@H]3[C@]2(CC1)C)=O)C(=O)O (3α-hydroxy-11-oxo-5α-androstane-17β-carboxylic acid), Cl (hydrogen chloride), C(C)O (ethanol). Procedure details: A solution of 3α-hydroxy-11-oxo-5α-androstane-17β-carboxylic acid (500 mg.) in dry ethanol containing 3.3%, by weight, of hydrogen chloride (100 ml.) was refluxed for 2 hours. The product is C(C)OC(=O)[C@@H]1[C@]2(C)[C@@H](CC1)[C@@H]1CC[C@H]3C[C@@H](CC[C@]3(C)[C@H]1C(C2)=O)O (17β-Ethoxycarbonyl-3α-hydroxy-5α-androstan-11-one). Reaction SMILES: [OH:1][C@@H:2]1[CH2:19][CH2:18][C@@:17]2([CH3:20])[C@@H:4]([CH2:5][CH2:6][C@@H:7]3[C@@H:16]2[C:15](=[O:21])[CH2:14][C@@:12]2([CH3:13])[C@H:8]3[CH2:9][CH2:10][C@@H:11]2[C:22]([OH:24])=[O:23])[CH2:3]1.Cl.[CH2:26](O)[CH3:27]>>[CH2:26]([O:23][C:22]([C@H:11]1[CH2:10][CH2:9][C@H:8]2[C@H:7]3[C@H:16]([C:15](=[O:21])[CH2:14][C@:12]12[CH3:13])[C@:17]1([CH3:20])[C@H:4]([CH2:3][C@H:2]([OH:1])[CH2:19][CH2:18]1)[CH2:5][CH2:6]3)=[O:24])[CH3:27]. Reactants: ClC=1C=C(C=CC1)C1=NC=2C(=NC=CC2)N1CC(=O)O (2-(3-chlorophenyl)-3H-imidazo[4,5-b]pyridine-3-acetic acid), C(=O)(N1C=NC=C1)N1C=NC=C1 (1,1'-carbonyldiimidazole), CN(CCN)C (N,N-dimethylethylenediamine). Run in O1CCCC1 (tetrahydrofuran), O1CCCC1 (tetrahydrofuran). Yields the product ClC=1C=C(C=CC1)C1=NC=2C(=NC=CC2)N1CC(=O)NCCN(C)C (2-(3-Chlorophenyl)-N-[2-(dimethylamino)ethyl]-3H-imidazo[4,5-b]pyridine-3-acetamide). The yield is 479.8%. RXN SMILES: [Cl:1][C:2]1[CH:3]=[C:4]([C:8]2[N:16]([CH2:17][C:18]([OH:20])=O)[C:11]3=[N:12][CH:13]=[CH:14][CH:15]=[C:10]3[N:9]=2)[CH:5]=[CH:6][CH:7]=1.[C:21](N1C=CN=C1)([N:23]1[CH:27]=[CH:26][N:25]=[CH:24]1)=O.CN(C)CCN>O1CCCC1>[Cl:1][C:2]1[CH:3]=[C:4]([C:8]2[N:16]([CH2:17][C:18]([NH:25][CH2:26][CH2:27][N:23]([CH3:24])[CH3:21])=[O:20])[C:11]3=[N:12][CH:13]=[CH:14][CH:15]=[C:10]3[N:9]=2)[CH:5]=[CH:6][CH:7]=1. Procedure: A solution of 2-(3-chlorophenyl)-3H-imidazo[4,5-b]pyridine-3-acetic acid (6.7 g, 0.00233 mole), 1,1'-carbonyldiimidazole (4.0 g, 0.025 mole), and anhydrous tetrahydrofuran (150 ml) was stirred at room temperature with a stream of nitrogen bubbling through for 21/2 hours. The nitrogen flow was stopped and a solution of N,N-dimethylethylenediamine (2.3 g, 0.0257 mole) in dry tetrahydrofuran (50 ml) was stirred at room temperature under nitrogen for 2 hours. The reaction was concentrated in vacuo a... Starting materials: CCCCP(=CC#N)(CCCC)CCCC, Cc1ccccc1, O=S(=O)(Cc1ccncc1)c1ccc(Cl)cc1, OC1CCCC1. The product is O=S(=O)(c1ccc(Cl)cc1)C(c1ccncc1)C1CCCC1. As a reaction SMILES: [C:24]([CH:25]=[P:26]([CH2:27][CH2:28][CH2:29][CH3:30])([CH2:31][CH2:32][CH2:33][CH3:34])[CH2:35][CH2:36][CH2:37][CH3:38])#[N:39].[CH3:40][c:41]1[cH:42][cH:43][cH:44][cH:45][cH:46]1.[Cl:1][c:2]1[cH:3][cH:4][c:5]([S:8](=[O:9])(=[O:10])[CH2:11][c:12]2[cH:13][cH:14][n:15][cH:16][cH:17]2)[cH:6][cH:7]1.[OH:18][CH:19]1[CH2:20][CH2:21][CH2:22][CH2:23]1>>[Cl:1][c:2]1[cH:3][cH:4][c:5]([S:8](=[O:9])(=[O:10])[CH:11]([c:12]2[cH:13][cH:14][n:15][cH:16][cH:17]2)[CH:19]2[CH2:20][CH2:21][CH2:22][CH2:23]2)[cH:6][cH:7]1. The reactants are CC=1N=C(SC1)N (4-methylthiazol-2-amine), ClC1=NC=CC(=C1)OC1CCCC2=CC=CC=C12 (2-chloro-4-(1,2,3,4-tetrahydronaphthalen-1-yloxy)pyridine), P(=O)([O-])([O-])[O-].[K+].[K+].[K+] (potassium phosphate). Reagents/catalysts: C=1C=CC(=CC1)/C=C/C(=O)/C=C/C2=CC=CC=C2.C=1C=CC(=CC1)/C=C/C(=O)/C=C/C2=CC=CC=C2.C=1C=CC(=CC1)/C=C/C(=O)/C=C/C2=CC=CC=C2.[Pd].[Pd] (Pd2(dba)3), C1(=CC=CC=C1)P(C1=CC=CC=2C(C3=CC=CC(=C3OC12)P(C1=CC=CC=C1)C1=CC=CC=C1)(C)C)C1=CC=CC=C1 (4,5-bis(diphenylphosphino)-9,9-dimethyl-9H-xanthene). Product: CC=1N=C(SC1)NC1=NC=CC(=C1)OC1CCCC2=CC=CC=C12 (N-(4-methylthiazol-2-yl)-4-(1,2,3,4-tetrahydronaphthalen-1-yloxy)pyridin-2-amine). Yield: 68.3%. As a reaction SMILES: [CH3:1][C:2]1[N:3]=[C:4]([NH2:7])[S:5][CH:6]=1.Cl[C:9]1[CH:14]=[C:13]([O:15][CH:16]2[C:25]3[C:20](=[CH:21][CH:22]=[CH:23][CH:24]=3)[CH2:19][CH2:18][CH2:17]2)[CH:12]=[CH:11][N:10]=1.P([O-])([O-])([O-])=O.[K+].[K+].[K+]>C1C=CC(/C=C/C(/C=C/C2C=CC=CC=2)=O)=CC=1.C1C=CC(/C=C/C(/C=C/C2C=CC=CC=2)=O)=CC=1.C1C=CC(/C=C/C(/C=C/C2C=CC=CC=2)=O)=CC=1.[Pd].[Pd].C1(P(C2C=CC=CC=2)C2C3OC4C(=CC=CC=4P(C4C=CC=CC=4)C4C=CC=CC=4)C(C)(C)C=3C=CC=2)C=CC=CC=1>[CH3:1][C:2]1[N:3]=[C:4]([NH:7][C:9]2[CH:14]=[C:13]([O:15][CH:16]3[C:25]4[C:20](=[CH:21][CH:22]=[CH:23][CH:24]=4)[CH2:19][CH2:18][CH2:17]3)[CH:12]=[CH:11][N:10]=2)[S:5][CH:6]=1 |f:2.3.4.5,6.7.8.9.10|. Procedure: Using the method of Example 3, Step B, 4-methylthiazol-2-amine (11.59 mL, 4.637 mmol), 2-chloro-4-(1,2,3,4-tetrahydronaphthalen-1-yloxy)pyridine (1.095 g, 4.216 mmol), potassium phosphate (0.9844 g, 4.637 mmol), Pd2(dba)3 (0.09651 g, 0.1054 mmol) and 4,5-bis(diphenylphosphino)-9,9-dimethyl-9H-xanthene (0.06586 g, 0.1138 mmol) were reacted to provide N-(4-methylthiazol-2-yl)-4-(1,2,3,4-tetrahydronaphthalen-1-yloxy)pyridin-2-amine (0.972 g, 68.33% yield). 1H NMR (d6-DMSO) δ 10.96 (s, 1H), 8.14 (d,...